describe an organic reaction: reactants, conditions, products, and yield From a dataset of the Open Reaction Database (ORD), a public repository of structured organic reaction records. Reactants: CCCN(c1cc(Br)cc(C(=O)NCc2c(C)cc(C)[nH]c2=O)c1C)C1CCOCC1, O=C([O-])[O-], CC1(C)OB(c2ccc(CN3CCOCC3)cc2)OC1(C)C, [Na+], [Na+], C1COCCO1, O. The product is CCCN(c1cc(-c2ccc(CN3CCOCC3)cc2)cc(C(=O)NCc2c(C)cc(C)[nH]c2=O)c1C)C1CCOCC1. Reaction SMILES: [Br:1][c:2]1[cH:3][c:4]([N:22]([CH:23]2[CH2:24][CH2:25][O:26][CH2:27][CH2:28]2)[CH2:29][CH2:30][CH3:31])[c:5]([CH3:21])[c:6]([C:7](=[O:8])[NH:9][CH2:10][c:11]2[c:12](=[O:19])[nH:13][c:14]([CH3:18])[cH:15][c:16]2[CH3:17])[cH:20]1.[C:54](=[O:55])([O-:56])[O-:57].[CH3:32][C:33]1([CH3:34])[C:35]([CH3:36])([CH3:37])[O:38][B:39]([c:40]2[cH:41][cH:42][c:43]([CH2:44][N:45]3[CH2:46][CH2:47][O:48][CH2:49][CH2:50]3)[cH:51][cH:52]2)[O:53]1.[Na+:58].[Na+:59].[O:61]1[CH2:62][CH2:63][O:64][CH2:65][CH2:66]1.[OH2:60]>>[c:2]1(-[c:40]2[cH:41][cH:42][c:43]([CH2:44][N:45]3[CH2:46][CH2:47][O:48][CH2:49][CH2:50]3)[cH:51][cH:52]2)[cH:3][c:4]([N:22]([CH:23]2[CH2:24][CH2:25][O:26][CH2:27][CH2:28]2)[CH2:29][CH2:30][CH3:31])[c:5]([CH3:21])[c:6]([C:7](=[O:8])[NH:9][CH2:10][c:11]2[c:12](=[O:19])[nH:13][c:14]([CH3:18])[cH:15][c:16]2[CH3:17])[cH:20]1. Starting materials: CN1CCCC1=O, Cl, Nc1cccc(Oc2ccc3nc(NC(=O)C4CC4)cn3n2)c1, O=C(Cl)c1ccncc1. Yields the product O=C(Nc1cccc(Oc2ccc3nc(NC(=O)C4CC4)cn3n2)c1)c1ccncc1. RXN SMILES: [CH3:34][N:35]1[CH2:36][CH2:37][CH2:38][C:39]1=[O:40].[ClH:24].[NH2:1][c:2]1[cH:3][c:4]([O:5][c:6]2[cH:7][cH:8][c:9]3[n:10]([n:11]2)[cH:12][c:13]([NH:15][C:16](=[O:17])[CH:18]2[CH2:19][CH2:20]2)[n:14]3)[cH:21][cH:22][cH:23]1.[n:25]1[cH:26][cH:27][c:28]([C:31](=[O:32])[Cl:33])[cH:29][cH:30]1>>[NH:1]([c:2]1[cH:3][c:4]([O:5][c:6]2[cH:7][cH:8][c:9]3[n:10]([n:11]2)[cH:12][c:13]([NH:15][C:16](=[O:17])[CH:18]2[CH2:19][CH2:20]2)[n:14]3)[cH:21][cH:22][cH:23]1)[C:31]([c:28]1[cH:27][cH:26][n:25][cH:30][cH:29]1)=[O:32]. Reaction SMILES: [CH2:50]1[O:51][CH2:52][CH2:53][CH2:54]1.[CH3:1][O:2][c:3]1[c:4]([CH2:5][NH:6][c:7]2[c:8]([NH:15][c:16]3[n:17][cH:18][c:19]([N+:25](=[O:26])[O-:27])[c:20]([S:22][C:23]#[N:24])[n:21]3)[cH:9][c:10]([C:11]#[N:12])[cH:13][cH:14]2)[cH:28][cH:29][c:30]([O:32][CH3:33])[cH:31]1.[CH3:55][CH2:56][O:57][C:58]([CH3:59])=[O:60].[CH:41]([N:42]([CH2:43][CH3:44])[CH:45]([CH3:46])[CH3:47])([CH3:48])[CH3:49].[NH2:34][CH:35]1[CH2:36][CH2:37][O:38][CH2:39][CH2:40]1>>[CH3:1][O:2][c:3]1[c:4]([CH2:5][NH:6][c:7]2[c:8]([NH:15][c:16]3[n:17][cH:18][c:19]([N+:25](=[O:26])[O-:27])[c:20]([NH:34][CH:35]4[CH2:36][CH2:37][O:38][CH2:39][CH2:40]4)[n:21]3)[cH:9][c:10]([C:11]#[N:12])[cH:13][cH:14]2)[cH:28][cH:29][c:30]([O:32][CH3:33])[cH:31]1. Reactants: C1CCOC1, COc1ccc(CNc2ccc(C#N)cc2Nc2ncc([N+](=O)[O-])c(SC#N)n2)c(OC)c1, CCOC(C)=O, CCN(C(C)C)C(C)C, NC1CCOCC1. The product is COc1ccc(CNc2ccc(C#N)cc2Nc2ncc([N+](=O)[O-])c(NC3CCOCC3)n2)c(OC)c1. Reactants: FC=1C=C2C(=CNC2=CC1)CCCNCC1COC2=CC=C3C(=C2O1)OC(=N3)C ([3-(5-fluoro-1H-indol-3-yl)-propyl]-(2-methyl-7,8-dihydro-1,6,9-trioxa-3-aza-cyclopenta[a]napthalen-8-ylmethyl)-amine), C=O (formaldehyde), C(#N)[BH3-].[Na+] (sodium cyanoborohydride), C(C)(=O)O (acetic acid). Solvent: CO (methanol). Run at time 8 hour. Product: FC=1C=C2C(=CNC2=CC1)CCCN(CC1OC2=C(C=CC=3N=C(OC32)C)OC1)C (N-[3-(5-Fluoro-1H-indol-3-yl)propyl]-N-methyl-N-(2-methyl-7,8-dihydro[1,4]dioxino[2,3-g][1,3]benzoxazol-8-ylmethyl)amine). Reaction SMILES: [F:1][C:2]1[CH:3]=[C:4]2[C:8](=[CH:9][CH:10]=1)[NH:7][CH:6]=[C:5]2[CH2:11][CH2:12][CH2:13][NH:14][CH2:15][CH:16]1[O:25][C:24]2[C:19](=[CH:20][CH:21]=[C:22]3[N:28]=[C:27]([CH3:29])[O:26][C:23]3=2)[O:18][CH2:17]1.C=O.[C:32]([BH3-])#N.[Na+].C(O)(=O)C>CO>[F:1][C:2]1[CH:3]=[C:4]2[C:8](=[CH:9][CH:10]=1)[NH:7][CH:6]=[C:5]2[CH2:11][CH2:12][CH2:13][N:14]([CH3:32])[CH2:15][CH:16]1[CH2:17][O:18][C:19]2[CH:20]=[CH:21][C:22]3[N:28]=[C:27]([CH3:29])[O:26][C:23]=3[C:24]=2[O:25]1 |f:2.3|. Procedure details: To a solution of [3-(5-fluoro-1H-indol-3-yl)-propyl]-(2-methyl-7,8-dihydro-1,6,9-trioxa-3-aza-cyclopenta[a]napthalen-8-ylmethyl)-amine (0.05 g, 0.13 mmol) and formaldehyde (37 wt. % in water, 0.1 g, 1.3 mmol) in methanol (10 mL) was added sodium cyanoborohydride (0.014 g, 0.23 mmol) and acetic acid (0.01 g, 0.26 mmol) at room temperature. The mixture was stirred at room temperature under nitrogen overnight, then quenched with 1N NaOH (5 mL). The mixture was extracted with methylene chloride (3×4...